Dataset: the Open Reaction Database (ORD), a public repository of structured organic reaction records. Task: describe an organic reaction: reactants, conditions, products, and yield The reactants are ( c ), methyl ester, C(=O)(O)C=1[C@]2(C)[C@@H](CC1)[C@@H]1CC[C@H]3C[C@H](O)CC[C@]3(C)[C@H]1CC2 (17-carboxy androstenol), CC([O-])C.[Al+3].CC([O-])C.CC([O-])C (aluminum isopropoxide), C1(CCCCC1)=O (cyclohexanone), ( b ), C(=O)(O)C=1[C@]2(C)[C@@H](CC1)[C@@H]1CC[C@H]3C[C@H](O)CC[C@]3(C)[C@H]1CC2 (17-carboxy androstenol), C[O-].[Na+] (sodium methoxide), CC(=O)[C@H]1CC[C@@H]2[C@@]1(CC[C@H]3[C@H]2CC=C4[C@@]3(CC[C@@H](C4)O)C)C (pregnenolone), methyl ester, ester. Solvent: C1(=CC=CC=C1)C (toluene), CO (methanol). Yields the product COC(=O)C1[C@]2(C)[C@@H](CC1)[C@@H]1CCC3=CC(CC[C@]3(C)[C@H]1CC2)=O (methyl-4-androstene-3-one-17-carboxylate). Reaction SMILES: [CH3:1]C([C@@H]1[C@@]2(C)CC[C@@H]3[C@@]4(C)CC[C@H](O)CC4=CC[C@H]3[C@@H]2CC1)=O.[C:24]([C:27]1[C@:28]2([CH2:46][CH2:45][C@H:44]3[C@@H:33]([CH2:34][CH2:35][C@@H:36]4[C@:42]3([CH3:43])[CH2:41][CH2:40][C@@H:38]([OH:39])[CH2:37]4)[C@@H:30]2[CH2:31][CH:32]=1)[CH3:29])([OH:26])=[O:25].C[O-].[Na+].CC(C)[O-].[Al+3].CC(C)[O-].CC(C)[O-].C1(=O)CCCCC1>C1(C)C=CC=CC=1.CO>[CH3:1][O:25][C:24]([CH:27]1[CH2:32][CH2:31][C@H:30]2[C@H:33]3[C@H:44]([CH2:45][CH2:46][C@:28]12[CH3:29])[C@:42]1([CH3:43])[C:36](=[CH:37][C:38](=[O:39])[CH2:40][CH2:41]1)[CH2:35][CH2:34]3)=[O:26] |f:2.3,4.5.6.7|. Procedure: A preferred process for preparing 17β-N,N-diethylcarbamoyl-4-methyl-4-aza-5α-androstan-3-one, an especially preferred compound of the present invention, comprises the following steps: (a) pregnenolone (V), an available starting material, is treated by the haloform King reaction with iodine and pyridine to form the 20-pyridinum iodide derivative of the pregnenolone (VI); (b) the pyridinium iodide derivative (VI) is methanolyzed to the methyl ester of 17-carboxy androstenol (VII) with sodium metho... The reactants are OC=1C=NC(=NC1)C1=CC=C(C=C1)OCC1=CC=CC=C1 (5-hydroxy-2-(4-benzyloxyphenyl)pyrimidine), CS(=O)(=O)OCC[C@@H](CCCC)F (3-(R)-fluoroheptyl methanesulfonate), C([O-])([O-])=O.[K+].[K+] (potassium carbonate), CN(C)C=O (DMF). Solvent: O (water). Run at temperature 80 celsius, time 4 hour. Product: F[C@@H](CCOC=1C=NC(=NC1)C1=CC=C(C=C1)OCC1=CC=CC=C1)CCCC (5-[3-(R)-fluoroheptyloxy]-2-(4-benzyloxyphenyl)pyrimidine). The yield is 88.8%. Reaction SMILES: [OH:1][C:2]1[CH:3]=[N:4][C:5]([C:8]2[CH:13]=[CH:12][C:11]([O:14][CH2:15][C:16]3[CH:21]=[CH:20][CH:19]=[CH:18][CH:17]=3)=[CH:10][CH:9]=2)=[N:6][CH:7]=1.CS(O[CH2:27][CH2:28][C@H:29]([F:34])[CH2:30][CH2:31][CH2:32][CH3:33])(=O)=O.C(=O)([O-])[O-].[K+].[K+].CN(C=O)C>O>[F:34][C@H:29]([CH2:30][CH2:31][CH2:32][CH3:33])[CH2:28][CH2:27][O:1][C:2]1[CH:3]=[N:4][C:5]([C:8]2[CH:9]=[CH:10][C:11]([O:14][CH2:15][C:16]3[CH:17]=[CH:18][CH:19]=[CH:20][CH:21]=3)=[CH:12][CH:13]=2)=[N:6][CH:7]=1 |f:2.3.4|. Procedure: A mixture of 1.12 g of 5-hydroxy-2-(4-benzyloxyphenyl)pyrimidine, 1.30 g of 3-(R)-fluoroheptyl methanesulfonate, 1.2 g of potassium carbonate, and 50 ml of DMF was stirred at 80° C. for 4 hours. After cooling, the reaction mixture was diluted with water and extracted with ethyl acetate. The extract was washed with water and distilled to remove the solvent to obtain a residue weighing 2.12 g. Recrystallization of the residue from ethanol furnished 1.41 g (percent yield: 87.7%) of 5-[3-(R)-fluoroh... Reactants: [OH-].[Na+] (NaOH), COC([C@H]1N(C(CC1)=O)CC1=CC=C(C=C1)[N+](=O)[O-])=O ((S)-N-(4-Nitrobenzyl)pyroglutamic acid methyl ester), O (Water). The product is [N+](=O)([O-])C1=CC=C(CN2[C@@H](CCC2=O)C(=O)O)C=C1 ((S)-N-(4-nitrobenzyl)pyroglutamic acid). Run in CO (MeOH). Conditions: temperature 0 celsius, time 1 hour. RXN SMILES: C[O:2][C:3](=[O:20])[C@@H:4]1[CH2:8][CH2:7][C:6](=[O:9])[N:5]1[CH2:10][C:11]1[CH:16]=[CH:15][C:14]([N+:17]([O-:19])=[O:18])=[CH:13][CH:12]=1.[OH-].[Na+].O>CO>[N+:17]([C:14]1[CH:13]=[CH:12][C:11]([CH2:10][N:5]2[C:6](=[O:9])[CH2:7][CH2:8][C@H:4]2[C:3]([OH:20])=[O:2])=[CH:16][CH:15]=1)([O-:19])=[O:18] |f:1.2|. Reported procedure: (S)-N-(4-Nitrobenzyl)pyroglutamic acid methyl ester (0.365 g, 1.31 mmol) was dissolved in 10 ml MeOH, cooled to 0° C., and 1N NaOH (5.2 ml, 5.2 mmol) was added. The reaction was stirred at room temperature for 1 h. Water (50 ml) was added and the aqueous was washed with 2×50 ml EtOAc. The aqueous was acidified with 1N HCl and extracted with 3×40 ml EtOAc. The organic layers were dried (MgSO4), filtered, and concentrated to give the title compound as a solid. The reactants are ClC=1C=C(C=CC1Cl)N1CCN(CC1)CCN (4-(3,4-dichlorophenyl)-1-piperazineethanamine), CC1=CC=C(C=C1)N=C=S (4-methyl-1-isothiocyanatobenzene). Run in O1CCCC1 (tetrahydrofuran). Conditions: time 1 hour. The product is CC1=CC=C(C=C1)NC(=S)NCCN1CCN(CC1)C1=CC(=C(C=C1)Cl)Cl (N-(4-methylphenyl)-N'-[2-[4-(3,4-dichlorophenyl)-1-piperazinyl]ethyl]thiourea). Yield: 99.2%. RXN SMILES: [Cl:1][C:2]1[CH:3]=[C:4]([N:9]2[CH2:14][CH2:13][N:12]([CH2:15][CH2:16][NH2:17])[CH2:11][CH2:10]2)[CH:5]=[CH:6][C:7]=1[Cl:8].[CH3:18][C:19]1[CH:24]=[CH:23][C:22]([N:25]=[C:26]=[S:27])=[CH:21][CH:20]=1>O1CCCC1>[CH3:18][C:19]1[CH:24]=[CH:23][C:22]([NH:25][C:26]([NH:17][CH2:16][CH2:15][N:12]2[CH2:13][CH2:14][N:9]([C:4]3[CH:5]=[CH:6][C:7]([Cl:8])=[C:2]([Cl:1])[CH:3]=3)[CH2:10][CH2:11]2)=[S:27])=[CH:21][CH:20]=1. Procedure details: A mixture of 4-(3,4-dichlorophenyl)-1-piperazineethanamine (0.01 mol) and 4-methyl-1-isothiocyanatobenzene (0.01 mol) in tetrahydrofuran (300 ml) was stirred at room temperature for 1 hour. The solvent was evaporated. The residue was recrystallized from DIPE. The precipitate was filtered off and dried. The product was used without further purification, yielding 4.2 g N-(4-methylphenyl)-N'-[2-[4-(3,4-dichlorophenyl)-1-piperazinyl]ethyl]thiourea (interm. 6). Starting materials: CC(C)(C)OC(=O)CCN, CC(=O)O[BH-](OC(C)=O)OC(C)=O, O=C([O-])O, CCc1ccc(C=O)s1, ClCCl, Cl, [Na+], [Na+]. The product is CCc1ccc(CNCCC(=O)OC(C)(C)C)s1. Reaction SMILES: [C:11]([CH3:12])([CH3:13])([CH3:14])[O:15][C:16]([CH2:17][CH2:18][NH2:19])=[O:20].[C:21]([O:22][BH-:23]([O:24][C:25](=[O:26])[CH3:27])[O:28][C:29](=[O:30])[CH3:31])(=[O:32])[CH3:33].[C:35](=[O:36])([OH:37])[O-:38].[CH2:1]([CH3:2])[c:3]1[cH:4][cH:5][c:6]([CH:8]=[O:9])[s:7]1.[Cl:40][CH2:41][Cl:42].[ClH:10].[Na+:34].[Na+:39]>>[CH2:1]([CH3:2])[c:3]1[cH:4][cH:5][c:6]([CH2:8][NH:19][CH2:18][CH2:17][C:16]([O:15][C:11]([CH3:12])([CH3:13])[CH3:14])=[O:20])[s:7]1. Reactants: C1(=CC=CC=C1)C1(CC1)CO (1-phenyl-1-cyclopropane methanol), C1(=CC=CC=C1)P(C1=CC=CC=C1)C1=CC=CC=C1 (triphenylphosphine), C(Br)(Br)(Br)Br (carbon tetrabromide). Solvent: C1CCOC1 (THF), CCOCC (Et2O). Run at time 5 hour. The product is C1(CC1)C1=C(CCBr)C=CC=C1 (2-cyclopropylphenethyl bromide). The yield is 64.7%. RXN SMILES: [C:1]1([C:7]2(CO)[CH2:9][CH2:8]2)[CH:6]=[CH:5][CH:4]=[CH:3][CH:2]=1.C1(P([C:25]2[CH:30]=CC=CC=2)C2C=CC=CC=2)C=CC=CC=1.C(Br)(Br)(Br)[Br:32]>C1COCC1.CCOCC>[CH:7]1([C:1]2[CH:2]=[CH:3][CH:4]=[CH:5][C:6]=2[CH2:25][CH2:30][Br:32])[CH2:8][CH2:9]1. Reported procedure: To a solution of 1-phenyl-1-cyclopropane methanol (1 g, 6.8 mmol) in 35 mL of THF is added triphenylphosphine (1.7 g, 7.1 mmol) and carbon tetrabromide (2.34 g, 7.1 mmol). The solution is stirred at ambient temperatures for 5 hours. After this time, the solution is diluted with 100 mL of Et2O. The reaction mixture is filtered and the collected solution is concentrated. The crude product is purified by column chromatography eluting with hexane to afford the title compound (1 g, 4.4 mmol) as an oi...